From a dataset of the Open Reaction Database (ORD), a public repository of structured organic reaction records. describe an organic reaction: reactants, conditions, products, and yield Starting materials: C(C)OC(=O)C1(CCNCC1)CCOC (4-(2-methoxy-ethyl)-piperidine-4-carboxylic acid ethyl ester), FC(CCS(=O)(=O)Cl)(F)F (3,3,3-trifluoro-propane-1-sulfonyl chloride), C(C)C1=CC=C(N)C=C1 (4-ethyl-aniline). Yields the product C(C)C1=CC=C(C=C1)N1C(C2(CC1)CCN(CC2)S(=O)(=O)CCC(F)(F)F)=O (2-(4-Ethyl-phenyl)-8-(3,3,3-trifluoro-propane-1-sulfonyl)-2,8-diaza-spiro[4.5]decan-1-one). As a reaction SMILES: C(O[C:4]([C:6]1([CH2:12][CH2:13]OC)[CH2:11][CH2:10][NH:9][CH2:8][CH2:7]1)=[O:5])C.[F:16][C:17]([F:25])([F:24])[CH2:18][CH2:19][S:20](Cl)(=[O:22])=[O:21].[CH2:26]([C:28]1[CH:34]=[CH:33][C:31]([NH2:32])=[CH:30][CH:29]=1)[CH3:27]>>[CH2:26]([C:28]1[CH:34]=[CH:33][C:31]([N:32]2[CH2:13][CH2:12][C:6]3([CH2:7][CH2:8][N:9]([S:20]([CH2:19][CH2:18][C:17]([F:25])([F:24])[F:16])(=[O:22])=[O:21])[CH2:10][CH2:11]3)[C:4]2=[O:5])=[CH:30][CH:29]=1)[CH3:27]. Procedure: Light yellow solid. MS (ESI): 419.16 (MH+). This example was prepared in analogy to example 1 step C) to D) from 4-(2-methoxy-ethyl)-piperidine-4-carboxylic acid ethyl ester (example 1 step B)), 3,3,3-trifluoro-propane-1-sulfonyl chloride and 4-ethyl-aniline. Reactants: ClC=1C=CC(=C(CN2C3=C(NCC2)N=CC(=C3)C=3C=C(C(=O)O)C=CC3)C1)C(F)(F)F (3-{1-[5-chloro-2-(trifluoromethyl)benzyl]-1,2,3,4-tetrahydropyrido[2,3-b]pyrazin-7-yl}benzoic acid), C(C1=CC=CC=C1)(=O)N1CCNCC1 (1-benzoylpiperazine). The product is C(C1=CC=CC=C1)(=O)N1CCN(CC1)C(=O)C1=CC(=CC=C1)C1=CC2=C(NCCN2CC2=C(C=CC(=C2)Cl)C(F)(F)F)N=C1 ((4-Benzoylpiperazin-1-yl)-(3-{1-[5-Chloro-2-(trifluoromethyl)benzyl]-1,2,3,4-tetrahydropyrido[2,3-b]pyrazin-7-yl}phenyl)methanone). RXN SMILES: [Cl:1][C:2]1[CH:3]=[CH:4][C:5]([C:28]([F:31])([F:30])[F:29])=[C:6]([CH:27]=1)[CH2:7][N:8]1[CH2:13][CH2:12][NH:11][C:10]2[N:14]=[CH:15][C:16]([C:18]3[CH:19]=[C:20]([CH:24]=[CH:25][CH:26]=3)[C:21]([OH:23])=O)=[CH:17][C:9]1=2.[C:32]([N:40]1[CH2:45][CH2:44][NH:43][CH2:42][CH2:41]1)(=[O:39])[C:33]1[CH:38]=[CH:37][CH:36]=[CH:35][CH:34]=1>>[C:32]([N:40]1[CH2:45][CH2:44][N:43]([C:21]([C:20]2[CH:24]=[CH:25][CH:26]=[C:18]([C:16]3[CH:15]=[N:14][C:10]4[NH:11][CH2:12][CH2:13][N:8]([CH2:7][C:6]5[CH:27]=[C:2]([Cl:1])[CH:3]=[CH:4][C:5]=5[C:28]([F:29])([F:31])[F:30])[C:9]=4[CH:17]=3)[CH:19]=2)=[O:23])[CH2:42][CH2:41]1)(=[O:39])[C:33]1[CH:38]=[CH:37][CH:36]=[CH:35][CH:34]=1. Reported procedure: 3-{1-[5-chloro-2-(trifluoromethyl)benzyl]-1,2,3,4-tetrahydropyrido[2,3-b]pyrazin-7-yl}benzoic acid was reacted with 1-benzoylpiperazine as in General Procedure 10 to give the title compound. LCMS: m/z=619.98 (M+H+); retention time=0.82 minutes. Starting materials: CCO, [Cl-], CCOC(=O)C(=O)c1csc(NC(=S)Nc2ccc(F)cc2)n1, N, [NH4+], O=C(O)CN1C(=O)CSC1=S. Yields the product CCOC(=O)C(=C1SC(=S)N(CC(=O)O)C1=O)c1csc(NC(=S)Nc2ccc(F)cc2)n1. RXN SMILES: [CH3:38][CH2:39][OH:40].[Cl-:35].[F:1][c:2]1[cH:3][cH:4][c:5]([NH:8][C:9]([NH:10][c:11]2[s:12][cH:13][c:14]([C:16]([C:17](=[O:18])[O:19][CH2:20][CH3:21])=[O:22])[n:15]2)=[S:23])[cH:6][cH:7]1.[NH3:37].[NH4+:36].[S:24]1[C:25](=[S:26])[N:27]([CH2:31][C:32](=[O:33])[OH:34])[C:28](=[O:29])[CH2:30]1>>[F:1][c:2]1[cH:3][cH:4][c:5]([NH:8][C:9]([NH:10][c:11]2[s:12][cH:13][c:14]([C:16]([C:17](=[O:18])[O:19][CH2:20][CH3:21])=[C:30]3[S:24][C:25](=[S:26])[N:27]([CH2:31][C:32](=[O:33])[OH:34])[C:28]3=[O:29])[n:15]2)=[S:23])[cH:6][cH:7]1. Reactants: CC(C)([O-])C.[K+] (Potassium tert-butoxide), ClC=1N=NC(=CC1N)Cl (3,6-dichloro-pyridazin-4-ylamine), BrCC(=C)C (3-bromo-2-methylpropene). The solvent is C1CCOC1 (THF). Reaction conditions: time 15 minute. The product is ClC=1N=NC(=CC1NCC(=C)C)Cl ((3,6-Dichloro-pyridazin-4-yl)-(2-methyl-allyl)-amine). The yield is 75.8%. Reaction SMILES: [CH3:1][C:2]([CH3:5])([O-])[CH3:3].[K+].[Cl:7][C:8]1[N:9]=[N:10][C:11]([Cl:15])=[CH:12][C:13]=1[NH2:14].BrCC(C)=C>C1COCC1>[Cl:7][C:8]1[N:9]=[N:10][C:11]([Cl:15])=[CH:12][C:13]=1[NH:14][CH2:1][C:2]([CH3:5])=[CH2:3] |f:0.1|. Procedure: Potassium tert-butoxide (157.5 g) was charged portionwise to a stirred solution of 3,6-dichloro-pyridazin-4-ylamine (210 g) in THF (3.36 L). After 15 minutes, 3-bromo-2-methylpropene (141.8 mL) was added dropwise over a period of 30 minutes, maintaining the temperature <25° C. The solution was allowed to stir at room temperature for 16 h, after which time the reaction was concentrated and the residue partitioned between DCM (6 L) and water (6 L). The aqueous phase was extracted with DCM (2×5 L)....